Dataset: the Open Reaction Database (ORD), a public repository of structured organic reaction records. Task: describe an organic reaction: reactants, conditions, products, and yield The product is C(C)OC(=O)C1=C(NC(=C(C1C1=C(C=CC=C1)\C=C(\C(=O)OC(CC)C)/C)C(=O)OCC)C)C ((E)-4-(2-(3-(1-methylpropoxy)-3-oxo-2-methyl-1-propenyl)phenyl)-1,4-dihydro-2,6-dimethyl-3,5-pyridinedicarboxylic acid diethyl ester). Reported procedure: 2(e) (E)-4-(2-(3-Octyloxy-3-oxo-2-methyl-1-propenyl)phenyl)-1,4-dihydro-2,6-dimethyl-3,5-pyridinedicarboxylic acid diethyl ester T.l.c. (methylene chloride/acetone, 100:15) Rf 0.52 Run in C(Cl)Cl.CC(=O)C (methylene chloride acetone). The reactants are 2(e), C(C)OC(=O)C1=C(NC(=C(C1C1=C(C=CC=C1)\C=C(\C(=O)OCCCCCCCC)/C)C(=O)OCC)C)C ((E)-4-(2-(3-Octyloxy-3-oxo-2-methyl-1-propenyl)phenyl)-1,4-dihydro-2,6-dimethyl-3,5-pyridinedicarboxylic acid diethyl ester). RXN SMILES: [CH2:1]([O:3][C:4]([C:6]1[CH:11]([C:12]2[CH:17]=[CH:16][CH:15]=[CH:14][C:13]=2/[CH:18]=[C:19](\[CH3:31])/[C:20]([O:22]CCCCCCCC)=[O:21])[C:10]([C:32]([O:34][CH2:35][CH3:36])=[O:33])=[C:9]([CH3:37])[NH:8][C:7]=1[CH3:38])=[O:5])[CH3:2]>C(Cl)Cl.CC(C)=O>[CH2:35]([O:34][C:32]([C:10]1[CH:11]([C:12]2[CH:17]=[CH:16][CH:15]=[CH:14][C:13]=2/[CH:18]=[C:19](\[CH3:31])/[C:20]([O:22][CH:6]([CH3:4])[CH2:7][CH3:38])=[O:21])[C:6]([C:4]([O:3][CH2:1][CH3:2])=[O:5])=[C:7]([CH3:38])[NH:8][C:9]=1[CH3:37])=[O:33])[CH3:36] |f:1.2|. Starting materials: CCC(=O)[O-], CCC(=O)OC(=O)CC, [Na+], O=Cc1ccc(Sc2ccccn2)cc1. The product is CC(=Cc1ccc(Sc2ccccn2)cc1)C(=O)O. Reaction SMILES: [C:16]([CH2:17][CH3:18])(=[O:19])[O-:20].[C:22]([O:23][C:24](=[O:25])[CH2:26][CH3:27])(=[O:28])[CH2:29][CH3:30].[Na+:21].[n:1]1[c:2]([S:7][c:8]2[cH:9][cH:10][c:11]([CH:12]=[O:13])[cH:14][cH:15]2)[cH:3][cH:4][cH:5][cH:6]1>>[n:1]1[c:2]([S:7][c:8]2[cH:9][cH:10][c:11]([CH:12]=[C:17]([C:16](=[O:19])[OH:20])[CH3:18])[cH:14][cH:15]2)[cH:3][cH:4][cH:5][cH:6]1.